This data is from the Open Reaction Database (ORD), a public repository of structured organic reaction records. The task is: describe an organic reaction: reactants, conditions, products, and yield The reactants are C(#N)C1=CC=C(C=C1)C1C(CN(CC1)C(=O)OC(C)(C)C)O (tert-butyl (3RS,4RS)-4-(4-cyano-phenyl)-3-hydroxy-piperidine-1-carboxylate), BrCC1=CC2=CC=CC=C2C=C1 (2-bromomethyinaphthalene). Product: C(#N)C1=CC=C(C=C1)C1C(CN(CC1)C(=O)OC(C)(C)C)OCC1=CC2=CC=CC=C2C=C1 (tert-butyl (3RS,4RS)-4-(4-cyano-phenyl)-3-(naphthalen-2-ylmethoxy)-piperidine-1-carboxylate). Reaction SMILES: [C:1]([C:3]1[CH:8]=[CH:7][C:6]([CH:9]2[CH2:14][CH2:13][N:12]([C:15]([O:17][C:18]([CH3:21])([CH3:20])[CH3:19])=[O:16])[CH2:11][CH:10]2[OH:22])=[CH:5][CH:4]=1)#[N:2].Br[CH2:24][C:25]1[CH:34]=[CH:33][C:32]2[C:27](=[CH:28][CH:29]=[CH:30][CH:31]=2)[CH:26]=1>>[C:1]([C:3]1[CH:8]=[CH:7][C:6]([CH:9]2[CH2:14][CH2:13][N:12]([C:15]([O:17][C:18]([CH3:19])([CH3:21])[CH3:20])=[O:16])[CH2:11][CH:10]2[O:22][CH2:24][C:25]2[CH:34]=[CH:33][C:32]3[C:27](=[CH:28][CH:29]=[CH:30][CH:31]=3)[CH:26]=2)=[CH:5][CH:4]=1)#[N:2]. Procedure details: In analogy to the procedure described in Example 1(g), by alkylating tert-butyl (3RS,4RS)-4-(4-cyano-phenyl)-3-hydroxy-piperidine-1-carboxylate with 2-bromomethyinaphthalene there was obtained tert-butyl (3RS,4RS)-4-(4-cyano-phenyl)-3-(naphthalen-2-ylmethoxy)-piperidine-1-carboxylate as a light yellow resin; MS: 443 (M+H)+. The reactants are C(C1=CC=CC=C1)OC1=CC=C(C2=C1N(C(=N2)CCCC)CC2=CC=C(C=C2)C2=C(C=CC=C2)C#N)C (4'-[(7-benzyloxy-2-n-butyl-4-methyl-benzimidazol-1-yl)-methyl]-2-cyano-biphenyl), [H][H] (hydrogen). Reagents/catalysts: [Pd] (palladium). Run in CO (methanol). The product is C(CCC)C1=NC2=C(N1CC1=CC=C(C=C1)C1=C(C=CC=C1)CN)C(=CC=C2C)O (4'-[(2-n-Butyl-7-hydroxy-4-methyl-benzimidazol-1-yl)-methyl]-2-aminomethyl-biphenyl). RXN SMILES: C([O:8][C:9]1[C:14]2[N:15]([CH2:22][C:23]3[CH:28]=[CH:27][C:26]([C:29]4[CH:34]=[CH:33][CH:32]=[CH:31][C:30]=4[C:35]#[N:36])=[CH:25][CH:24]=3)[C:16]([CH2:18][CH2:19][CH2:20][CH3:21])=[N:17][C:13]=2[C:12]([CH3:37])=[CH:11][CH:10]=1)C1C=CC=CC=1.[H][H]>CO.[Pd]>[CH2:18]([C:16]1[N:15]([CH2:22][C:23]2[CH:24]=[CH:25][C:26]([C:29]3[CH:34]=[CH:33][CH:32]=[CH:31][C:30]=3[CH2:35][NH2:36])=[CH:27][CH:28]=2)[C:14]2[C:9]([OH:8])=[CH:10][CH:11]=[C:12]([CH3:37])[C:13]=2[N:17]=1)[CH2:19][CH2:20][CH3:21]. Procedure details: 3.3 g (7.1 mmol) of 4'-[(7-benzyloxy-2-n-butyl-4-methyl-benzimidazol-1-yl)-methyl]-2-cyano-biphenyl are dissolved in 100 ml of methanol and hydrogenated at ambient temperature in the presence of 0.5 g of palladium (10% on carbon) at 5 bar of hydrogen. After 3 hours the catalyst is filtered off. 20 ml of 20% strength ammonia in methanol is added to the filtrate and the mixture is hydrogenated again at 70° C. in the presence of 0.5 g of Raney nickel at 5 bar of hydrogen. After 4 hours of the catal... Starting materials: CC(C)(C)OC(=O)N1CCC(O)C1, CC(O)=S, C1CCOC1, c1ccc(P(c2ccccc2)c2ccccc2)cc1. The product is CC(=O)SC1CCN(C(=O)OC(C)(C)C)C1. RXN SMILES: [C:20]([CH3:21])([CH3:22])([CH3:23])[O:24][C:25](=[O:26])[N:27]1[CH2:28][CH:29]([OH:32])[CH2:30][CH2:31]1.[C:33]([CH3:34])(=[S:35])[OH:36].[CH2:37]1[O:38][CH2:39][CH2:40][CH2:41]1.[c:1]1([P:2]([c:3]2[cH:4][cH:5][cH:6][cH:7][cH:8]2)[c:9]2[cH:10][cH:11][cH:12][cH:13][cH:14]2)[cH:15][cH:16][cH:17][cH:18][cH:19]1>>[C:20]([CH3:21])([CH3:22])([CH3:23])[O:24][C:25](=[O:26])[N:27]1[CH2:28][CH:29]([S:35][C:33]([CH3:34])=[O:36])[CH2:30][CH2:31]1. Starting materials: F[B-](F)(F)F, CCOC(=O)C1(CC2CC2)CCNCC1, CCN(C(C)C)C(C)C, Cl, O=C(O)c1ccc(-c2ccc(F)cc2)cc1, CN(C)C=O, CN(C)C(On1nnc2ccccc21)=[N+](C)C. The product is CCOC(=O)C1(CC2CC2)CCN(C(=O)c2ccc(-c3ccc(F)cc3)cc2)CC1. RXN SMILES: [B-:33]([F:34])([F:35])([F:36])[F:37].[CH2:17]([CH3:18])[O:19][C:20](=[O:21])[C:22]1([CH2:28][CH:29]2[CH2:30][CH2:31]2)[CH2:23][CH2:24][NH:25][CH2:26][CH2:27]1.[CH:55]([N:56]([CH2:57][CH3:58])[CH:59]([CH3:60])[CH3:61])([CH3:62])[CH3:63].[ClH:32].[F:1][c:2]1[cH:3][cH:4][c:5](-[c:8]2[cH:9][cH:10][c:11]([C:14](=[O:15])[OH:16])[cH:12][cH:13]2)[cH:6][cH:7]1.[O:64]=[CH:65][N:66]([CH3:67])[CH3:68].[n:38]1([O:39][C:40]([N:41]([CH3:42])[CH3:43])=[N+:44]([CH3:45])[CH3:46])[c:47]2[cH:48][cH:49][cH:50][cH:51][c:52]2[n:53][n:54]1>>[F:1][c:2]1[cH:3][cH:4][c:5](-[c:8]2[cH:9][cH:10][c:11]([C:14](=[O:16])[N:25]3[CH2:24][CH2:23][C:22]([C:20]([O:19][CH2:17][CH3:18])=[O:21])([CH2:28][CH:29]4[CH2:30][CH2:31]4)[CH2:27][CH2:26]3)[cH:12][cH:13]2)[cH:6][cH:7]1. Reactants: ClC1=C(COC2=C(C=C(CO)C=C2)[N+](=O)[O-])C=CC(=C1)Cl (4-(2,4-dichlorobenzyloxy)-3-nitrobenzyl alcohol), [H-].[Na+] (sodium hydride), N1C=NC=C1 (imidazole), N1C(=NC=C1)CC1=CC(=C(C=C1)C1(CC(=C(COCC2=C(CC(C=C2)(C2=C(C=C(C=C2)CC=2NC=CN2)[N+](=O)[O-])Cl)Cl)C=C1)Cl)Cl)[N+](=O)[O-] (4-(4-(1-imidazolylmethyl)-2-nitrophenyl]-(2,4-dichlorobenzyl)-ether), S(=O)(Cl)Cl (thionyl chloride), ClCC1=CC(=C(C=C1)OCC1=C(C=C(C=C1)Cl)Cl)[N+](=O)[O-] ((4-chloromethyl-2-nitrophenyl)-(2,4-dichlorobenzyl)-ether), S(O)(O)(=O)=O (sulfuric acid). The solvent is CN(C=O)C (dimethylformamide), CCOCC (ether). The product is N1C(=NC=C1)CC1=CC(=C(C=C1)OCC1=C(C=C(C=C1)Cl)Cl)[N+](=O)[O-] ([4-(1-Imidazolylmethyl)-2-nitrophenyl]-(2,4-dichlorobenzyl)-ether). Reaction SMILES: [Cl:1][C:2]1[CH:20]=[C:19]([Cl:21])[CH:18]=[CH:17][C:3]=1[CH2:4][O:5][C:6]1[CH:13]=[CH:12][C:9]([CH2:10]O)=[CH:8][C:7]=1[N+:14]([O-:16])=[O:15].S(Cl)(Cl)=O.ClCC1C=CC(OCC2C=CC(Cl)=CC=2Cl)=C([N+]([O-])=O)C=1.[NH:47]1[CH:51]=[CH:50][N:49]=[CH:48]1.[H-].[Na+].S(=O)(=O)(O)O.N1C=CN=C1CC1C=CC(C2(Cl)C=CC(COCC3C=CC(Cl)(C4C=CC(CC5NC=CN=5)=CC=4[N+]([O-])=O)CC=3Cl)=C(Cl)C2)=C([N+]([O-])=O)C=1>CN(C)C=O.CCOCC>[NH:47]1[CH:51]=[CH:50][N:49]=[C:48]1[CH2:10][C:9]1[CH:12]=[CH:13][C:6]([O:5][CH2:4][C:3]2[CH:17]=[CH:18][C:19]([Cl:21])=[CH:20][C:2]=2[Cl:1])=[C:7]([N+:14]([O-:16])=[O:15])[CH:8]=1 |f:4.5|. Procedure: 5.5 g. of 4-hydroxy-3-nitrobenzaldehyde is reacted with 6.7 g. of 2,4-dichlorobenzyl chloride analogously to Chem. Abstr. 71 (1969) 30232, thus obtaining 5.2 g. of 4-(2,4-dichlorobenzyloxy)-3-nitrobenzaldehyde, m.p. 172°-174°. Of this product, 0.9 g. is dissolved in methanol/dioxane and reduced with 500 mg. of sodium borohydride, yielding 580 mg. of 4-(2,4-dichlorobenzyloxy)-3-nitrobenzyl alcohol, m.p. 126°-127°. 450 mg. of this product is heated with 5 ml. of thionyl chloride for 5 minutes to 1... Product: FC(CN(C1=C(C=C2CCCC2=C1)OCC1=NC=C(C(=O)O)C=C1)S(=O)(=O)C=1C=NC=CC1)C (6-[({6-[(2-fluoropropyl)(pyridin-3-ylsulfonyl)amino]-2,3-dihydro-1H-inden-5-yl}oxy)methyl]nicotinic acid). Procedure details: 148 mg of methyl 6-[({6-[(2-fluoropropyl)(pyridin-3-ylsulfonyl)amino]-2,3-dihydro-1H-inden-5-yl}oxy)methyl]nicotinate was dissolved in 3.00 mL of THF and 1.50 mL of methanol, and 1.50 mL of a 1 M aqueous sodium hydroxide solution was added thereto, followed by stirring overnight at room temperature. The reaction liquid was concentrated under reduced pressure, and to the obtained residue was added a 5% w/v aqueous citric acid solution, followed by extraction with chloroform. The organic layer was... Solvent: C1CCOC1 (THF), CO (methanol). The reactants are FC(CN(C1=C(C=C2CCCC2=C1)OCC1=NC=C(C(=O)OC)C=C1)S(=O)(=O)C=1C=NC=CC1)C (methyl 6-[({6-[(2-fluoropropyl)(pyridin-3-ylsulfonyl)amino]-2,3-dihydro-1H-inden-5-yl}oxy)methyl]nicotinate), [OH-].[Na+] (sodium hydroxide). Isolated yield 54.9%. Run at time 8 hour. As a reaction SMILES: [F:1][CH:2]([CH3:35])[CH2:3][N:4]([S:26]([C:29]1[CH:30]=[N:31][CH:32]=[CH:33][CH:34]=1)(=[O:28])=[O:27])[C:5]1[CH:13]=[C:12]2[C:8]([CH2:9][CH2:10][CH2:11]2)=[CH:7][C:6]=1[O:14][CH2:15][C:16]1[CH:25]=[CH:24][C:19]([C:20]([O:22]C)=[O:21])=[CH:18][N:17]=1.[OH-].[Na+]>C1COCC1.CO>[F:1][CH:2]([CH3:35])[CH2:3][N:4]([S:26]([C:29]1[CH:30]=[N:31][CH:32]=[CH:33][CH:34]=1)(=[O:28])=[O:27])[C:5]1[CH:13]=[C:12]2[C:8]([CH2:9][CH2:10][CH2:11]2)=[CH:7][C:6]=1[O:14][CH2:15][C:16]1[CH:25]=[CH:24][C:19]([C:20]([OH:22])=[O:21])=[CH:18][N:17]=1 |f:1.2|. The reactants are solution, N(=O)[O-].[Na+] (sodium nitrite), solution, [I-].[K+] (potassium iodide), ClC1=C(N)C=CC(=C1)S(=O)(=O)C (2-Chloro-4-Methylsulfonylaniline), Cl (Hydrochloric Acid). Solvent: O (water), O (water), O (Water), C(C)(=O)O (Acetic Acid). Run at temperature 5 celsius, time 30 minute. The product is ClC1=C(C=CC(=C1)S(=O)(=O)C)I (2-chloro-1-iodo-4-(methylsulfonyl)benzene). Reaction SMILES: [Cl:1][C:2]1[CH:8]=[C:7]([S:9]([CH3:12])(=[O:11])=[O:10])[CH:6]=[CH:5][C:3]=1N.Cl.N([O-])=O.[Na+].[I-:18].[K+]>O.C(O)(=O)C>[Cl:1][C:2]1[CH:8]=[C:7]([S:9]([CH3:12])(=[O:11])=[O:10])[CH:6]=[CH:5][C:3]=1[I:18] |f:2.3,4.5|. Procedure details: 2-Chloro-4-Methylsulfonylaniline in a 1:1:3 mixture (0.4 M) of Acetic Acid, Hydrochloric Acid, 37% and Water was cooled to 0° C. and slowly treated with a 4 M solution of sodium nitrite in water. The reaction was stirred at 5° C. for 30 minutes then treated dropwise with a 2M solution of potassium iodide in water. The reaction evolved a gas and turned brown. The reaction was stirred 15 minutes at 0° C., 40 minutes at rt and 1 h at 60° C. The brown solid was filtered, dissolved in ethyl acetate a... Starting materials: C1(=CC=CC=C1)CC(=O)Cl (phenylacetyl chloride), C(O)([O-])=O.[Na+] (sodium hydrogen carbonate), NC1C(N(C1)S(=O)(=O)O)=O (3-amino 2-oxoazetidine-1-sulfonic acid). Run in O1CCCC1 (tetrahydrofuran), O (water). The product is C1(=CC=CC=C1)CC(=O)NC1C(N(C1)S(=O)(=O)[O-])=O.[Na+] (sodium 3-phenylacetamido-2-oxoazetidine-1-sulfonate). Yield: 45.6%. Reaction SMILES: [NH2:1][CH:2]1[CH2:5][N:4]([S:6]([OH:9])(=[O:8])=[O:7])[C:3]1=[O:10].[C:11]1([CH2:17][C:18](Cl)=[O:19])[CH:16]=[CH:15][CH:14]=[CH:13][CH:12]=1.C(=O)([O-])O.[Na+:25]>O.O1CCCC1>[C:11]1([CH2:17][C:18]([NH:1][CH:2]2[CH2:5][N:4]([S:6]([O-:9])(=[O:8])=[O:7])[C:3]2=[O:10])=[O:19])[CH:16]=[CH:15][CH:14]=[CH:13][CH:12]=1.[Na+:25] |f:2.3,6.7|. Procedure: In 1 ml of water is dissolved 50 mg of the above 3-amino 2-oxoazetidine-1-sulfonic acid, followed by addition of a solution of 69 mg phenylacetyl chloride in 1 ml tetrahydrofuran and 101 mg of sodium hydrogen carbonate in alternate portions with ice-cooling and stirring. After stirring at room temperature for 30 minutes, the mixture is adjusted to pH 5.8 with phospheric acid. The tetrahydrofuran is then distilled off under reduced pressure. The water layer is washed with ethyl acetate and purifi... Reactants: Cl (hydrochloric acid), O[C@H]1[C@@H](CCCC1)SCC(=O)O (trans-[(2-Hydroxycyclohexyl)thio]acetic acid), O (Water). Run in [Cl-].[Na+].O (brine). Conditions: time 20 hour. Yields the product ClC1C(CCCC1)SCC(=O)O ([(2-Chlorocyclohexyl)thio]acetic acid). As a reaction SMILES: [ClH:1].O[C@@H:3]1[CH2:8][CH2:7][CH2:6][CH2:5][C@H:4]1[S:9][CH2:10][C:11]([OH:13])=[O:12].O>[Cl-].[Na+].O>[Cl:1][CH:3]1[CH2:8][CH2:7][CH2:6][CH2:5][CH:4]1[S:9][CH2:10][C:11]([OH:13])=[O:12] |f:3.4.5|. Procedure details: Concentrated hydrochloric acid (200 ml) was added to the compound of Example 10 (27.1 g, 0.13 mole) and the reaction mixture was stirred at room temperature for 20 hours. Water (100 ml) and brine (50 ml) were added to the reaction mixture. The reaction mixture was extracted three times with 175 ml of diethyl ether. The combined diethyl ether extracts were washed three times with 30 ml of water and dried over anhydrous magnesium sulfate, filtered and concentrated to an oil with a rotary evaporato... Starting materials: C(CCC)OCCOC1=CC=C(C=C1)C=1C=CC2=C(C=C(CCN2S(=O)(=O)C)C(=O)O)C1 (7-[4-(2-butoxyethoxy)phenyl]-1-methanesulfonyl-2,3-dihydro-1H-1-benzazepine-4-carboxylic acid), S(=O)(Cl)Cl (thionyl chloride), CN(C)C=O (DMF), C1CCOC1 (THF). Conditions: time 2 hour. Yields the product C(CCC)OCCOC1=CC=C(C=C1)C=1C=CC2=C(C=C(CCN2S(=O)(=O)C)C(=O)NC2=CC=C(C=C2)[C@@H](C2=NC=CC=C2)O)C1 (7-[4-(2-butoxyethoxy)phenyl]-N-[4-[(S)-hydroxy(2-pyridyl)methyl]phenyl]-1-methanesulfonyl-2,3-dihydro-1H-1-benzazepine-4-carboxamide). RXN SMILES: [CH2:1]([O:5][CH2:6][CH2:7][O:8][C:9]1[CH:14]=[CH:13][C:12]([C:15]2[CH:16]=[CH:17][C:18]3[N:24]([S:25]([CH3:28])(=[O:27])=[O:26])[CH2:23][CH2:22][C:21]([C:29](O)=[O:30])=[CH:20][C:19]=3[CH:32]=2)=[CH:11][CH:10]=1)[CH2:2][CH2:3][CH3:4].S(Cl)(Cl)=O.C[N:38]([CH:40]=O)[CH3:39].[CH2:42]1[CH2:46][O:45][CH2:44][CH2:43]1>>[CH2:1]([O:5][CH2:6][CH2:7][O:8][C:9]1[CH:10]=[CH:11][C:12]([C:15]2[CH:16]=[CH:17][C:18]3[N:24]([S:25]([CH3:28])(=[O:27])=[O:26])[CH2:23][CH2:22][C:21]([C:29]([NH:24][C:23]4[CH:44]=[CH:43][C:42]([C@H:46]([OH:45])[C:39]5[CH:3]=[CH:2][CH:1]=[CH:40][N:38]=5)=[CH:21][CH:22]=4)=[O:30])=[CH:20][C:19]=3[CH:32]=2)=[CH:13][CH:14]=1)[CH2:2][CH2:3][CH3:4]. Procedure: To a solution of 7-[4-(2-butoxyethoxy)phenyl]-1-methanesulfonyl-2,3-dihydro-1H-1-benzazepine-4-carboxylic acid (0.50 g) in THF (10 ml) were added thionyl chloride (0.12 ml) and DMF (1 droplet) at room temperature and the mixture was stirred for 2 hours. The reaction solution was concentrated under reduced pressure, a solution of the residue in THF (20 ml) was added dropwise at 0° C. to a solution of (S)-(+)-(4-aminophenyl)(2-pyridyl)methanol (0.24 g) and triethylamine (0.6 ml) in THF (5 ml), and...